describe an organic reaction: reactants, conditions, products, and yield From a dataset of the Open Reaction Database (ORD), a public repository of structured organic reaction records. The reactants are N1(C=NC=C1)C(C(C)C)C1=CC=C2NC(C(=NC2=C1)C(=O)OCC)=O (ethyl 3,4-dihydro-7-[1-(1H-imidazol-1-yl)-2-methylpropyl]-3-oxo-2-quinoxalinecarboxylate), [OH-].[Na+] (sodium hydroxide), S(O)(O)(=O)=O (sulfuric acid). Product: N1(C=NC=C1)C(C(C)C)C1=CC=C2NC(C(=NC2=C1)C(=O)O)=O (3,4-dihydro-7-[1-(1H-imidazol-1-yl)-2-methylpropyl]-3-oxo-2-quinoxalinecarboxylic acid). Yield: 24.6%. RXN SMILES: [N:1]1([CH:6]([C:10]2[CH:19]=[C:18]3[C:13]([NH:14][C:15](=[O:25])[C:16]([C:20]([O:22]CC)=[O:21])=[N:17]3)=[CH:12][CH:11]=2)[CH:7]([CH3:9])[CH3:8])[CH:5]=[CH:4][N:3]=[CH:2]1.[OH-].[Na+].S(=O)(=O)(O)O>>[N:1]1([CH:6]([C:10]2[CH:19]=[C:18]3[C:13]([NH:14][C:15](=[O:25])[C:16]([C:20]([OH:22])=[O:21])=[N:17]3)=[CH:12][CH:11]=2)[CH:7]([CH3:8])[CH3:9])[CH:5]=[CH:4][N:3]=[CH:2]1 |f:1.2|. Procedure details: A solution of 4.25 parts of ethyl 3,4-dihydro-7-[1-(1H-imidazol-1-yl)-2-methylpropyl]-3-oxo-2-quinoxalinecarboxylate in 20 parts of a sodium hydroxide solution 1N was stirred for 4 hours at room temperature. The reaction mixture was treated with a diluted sulfuric acid solution to pH 5.5. After concentration, the residue was crystallized from pyridine. The product was filtered off and dried, yielding 1 part (24.6%) of 3,4-dihydro-7-[1-(1H-imidazol-1-yl)-2-methylpropyl]-3-oxo-2-quinoxalinecarboxy...